This data is from the Open Reaction Database (ORD), a public repository of structured organic reaction records. The task is: describe an organic reaction: reactants, conditions, products, and yield Starting materials: BrC=1C(N(C(N(C1C)CC1=C(C=CC=C1F)F)=O)C[C@H](COC(C)=O)C1=CC=CC=C1)=O (5-bromo-1-[2,6-difluorobenzyl]-3-{3-acetoxy-2(R)-phenylpropyl}-6-methylpyrimidine-2,4(1H,3H)-dione), FC1=C(C=CC=C1OC)B(O)O (2-fluoro-3-methoxyphenylboronic acid), C(=O)([O-])[O-].[Na+].[Na+] (Na2CO3), tetrakis(triphenylphosine) palladium (0), N#N (N2). The solvent is O1CCOCC1.O (dioxane water). Product: FC1=C(C=CC=C1OC)C=1C(N(C(N(C1C)CC1=C(C=CC=C1F)F)=O)C[C@H](CO)C1=CC=CC=C1)=O (5-(2-fluoro-3-methoxyphenyl)-1-[2,6-difluorobenzyl]-3-{3-hydroxy-2(R)-phenylpropyl}-6-methylpyrimidine-2,4(1H,3H)-dione). Isolated yield 66.8%. As a reaction SMILES: Br[C:2]1[C:3](=[O:32])[N:4]([CH2:19][C@@H:20]([C:26]2[CH:31]=[CH:30][CH:29]=[CH:28][CH:27]=2)[CH2:21][O:22]C(=O)C)[C:5](=[O:18])[N:6]([CH2:9][C:10]2[C:15]([F:16])=[CH:14][CH:13]=[CH:12][C:11]=2[F:17])[C:7]=1[CH3:8].[F:33][C:34]1[C:39]([O:40][CH3:41])=[CH:38][CH:37]=[CH:36][C:35]=1B(O)O.C([O-])([O-])=O.[Na+].[Na+].N#N>O1CCOCC1.O>[F:33][C:34]1[C:39]([O:40][CH3:41])=[CH:38][CH:37]=[CH:36][C:35]=1[C:2]1[C:3](=[O:32])[N:4]([CH2:19][C@@H:20]([C:26]2[CH:31]=[CH:30][CH:29]=[CH:28][CH:27]=2)[CH2:21][OH:22])[C:5](=[O:18])[N:6]([CH2:9][C:10]2[C:15]([F:16])=[CH:14][CH:13]=[CH:12][C:11]=2[F:17])[C:7]=1[CH3:8] |f:2.3.4,6.7|. Procedure details: To compound 8a (4.05 g, 8 mmol) in dioxane/water (100/50 mL) was added 2-fluoro-3-methoxyphenylboronic acid (2.04 g, 12 mmol) and Na2CO3 (5.08 g, 48 mmol). The reaction mixture was deoxygenated with N2 for 10 min, tetrakis(triphenylphosine) palladium (0) (924 mg, 0.8 mmol) was added and the reaction mixture was heated at 100° C. overnight under the protection of N2. The reaction mixture was partitioned between brine and EtOAc. The organic layer was dried (sodium sulfate), evaporated and purified... Starting materials: BrC1=C(C=O)C=CC=C1 (bromobenzaldehyde), C(=C)C(=O)C (methyl vinyl ketone). The reagents and catalysts are [Cl-].C(C1=CC=CC=C1)[N+]1=CSC(=C1C)CCO (3-benzyl-4-methyl-5-hydroxyethylthiazolium chloride). The solvent is C(C)N(CC)CC (triethylamine). Run at temperature 70 celsius, time 4 hour. Yields the product BrC1=C(C=CC=C1)C(CCC(C)=O)=O (1-(2-Bromophenyl)-1,4-pentanedione). Yield: 88.6%. RXN SMILES: [Br:1][C:2]1[CH:9]=[CH:8][CH:7]=[CH:6][C:3]=1[CH:4]=[O:5].[CH:10]([C:12]([CH3:14])=[O:13])=[CH2:11]>[Cl-].C([N+]1C(C)=C(CCO)SC=1)C1C=CC=CC=1.C(N(CC)CC)C>[Br:1][C:2]1[CH:9]=[CH:8][CH:7]=[CH:6][C:3]=1[C:4](=[O:5])[CH2:11][CH2:10][C:12](=[O:13])[CH3:14] |f:2.3|. Procedure details: A mixture of 90 g of bromobenzaldehyde, 41 g of methyl vinyl ketone, 24.2 g of 3-benzyl-4-methyl-5-hydroxyethylthiazolium chloride is added with 45 ml of triethylamine. A marked exothermicity is observed, at the end of which the reaction mixture is heated to 70° C. under stirring for 4 h. The resulting mixture is cooled and partitioned between 800 ml of ether and 400 ml of H2O. The aqueous phase is reextracted and the combined organic phases are washed with 10% HCl and with brine, then dried ove... Reactants: CO, CC(C)=O, COc1cc2c(cc1OC)C(C(CCl)CCl)NCC2, Cl, [I-], [Na+], [Na+], [OH-]. Product: COc1cc2c(cc1OC)C1C(CCl)CN1CC2, I. Reaction SMILES: [CH3:21][OH:22].[CH3:27][C:28](=[O:29])[CH3:30].[Cl:2][CH2:3][CH:4]([CH:5]1[NH:6][CH2:7][CH2:8][c:9]2[cH:10][c:11]([O:17][CH3:18])[c:12]([O:15][CH3:16])[cH:13][c:14]21)[CH2:19][Cl:20].[ClH:1].[I-:26].[Na+:24].[Na+:25].[OH-:23]>>[Cl:2][CH2:3][CH:4]1[CH:5]2[N:6]([CH2:7][CH2:8][c:9]3[cH:10][c:11]([O:17][CH3:18])[c:12]([O:15][CH3:16])[cH:13][c:14]32)[CH2:19]1.[IH:26]. Reported procedure: Starting from 6.58 g (24.8 mmol) of 1-amidino-4,4-diethyl-2-oxoimidazolidine hydrobromide (comp. III: R1, R2 =C2H5 ; R3 =H as hydrobromide) and 3.87 g (26.1 mmol) of diazabicycloundecene (DBU) as auxiliary base and 7.40 g (24.8 mmol) of a compound IV (R4 =CH3 ; R5, R6 =H; R7 =C3H5) by the procedure described in Examples 82-84, 3.94 g (=36.4% yield) of pure 1-cyano-1-[N-methyl-N-(3-trifluoromethylphenyl)carbamoyl]-2-[imino(4,4-diethyl-2-oxo-1-imidazolidinyl)methylamino]ethene (comp. II: R1, R2 =C... RXN SMILES: Br.[C:2]([N:5]1[CH2:9][C:8]([CH2:12]C)([CH2:10]C)[NH:7][C:6]1=[O:14])(=[NH:4])[NH2:3].C1(C2CCCCCCCCCC=2)CCCCCCCCNN=1.[CH:37]1([CH2:40][N:41]([C:51]2[CH:56]=[CH:55][CH:54]=[C:53]([C:57]([F:60])([F:59])[F:58])[CH:52]=2)[C:42](=[O:50])[C:43]([C:48]#[N:49])=[CH:44]OCC)[CH2:39][CH2:38]1>>[C:48]([C:43]([C:42](=[O:50])[N:41]([CH2:40][CH:37]1[CH2:39][CH2:38]1)[C:51]1[CH:56]=[CH:55][CH:54]=[C:53]([C:57]([F:58])([F:60])[F:59])[CH:52]=1)=[CH:44][NH:3][C:2](=[NH:4])[N:5]1[CH2:9][C:8]([CH3:10])([CH3:12])[NH:7][C:6]1=[O:14])#[N:49] |f:0.1|. The product is C(#N)C(=CNC(N1C(NC(C1)(C)C)=O)=N)C(N(C1=CC(=CC=C1)C(F)(F)F)CC1CC1)=O (1-cyano-1-[N-cyclopropylmethyl-N-(3-trifluoromethylphenyl)carbamoyl]-2-[imino(4,4-dimethyl-2-oxo-1-imidazolidinyl)methylamino]ethene). Isolated yield 35.4%. Reactants: Br.C(N)(=N)N1C(NC(C1)(CC)CC)=O (1-amidino-4,4-diethyl-2-oxoimidazolidine hydrobromide), C1(=NNCCCCCCCC1)C1=CCCCCCCCCC1 (diazabicycloundecene), C1(CC1)CN(C(C(=COCC)C#N)=O)C1=CC(=CC=C1)C(F)(F)F (2-cyano-3-ethoxyacrylic acid N-cyclopropylmethyl-N-(3-trifluoromethylphenyl)amide). Starting materials: [OH-].[K+] (potassium hydroxide), COC([C@@H](NC(C1=C(C=C(C=C1)COC=1C=NC=CC1)C1=CC=CC=C1)=O)CCSC)=O ([4-(3-pyridyloxymethyl)-2-phenylbenzoyl]methionine methyl ester), Cl.NO (hydroxylamine hydrochloride), C([O-])([O-])=O.[K+].[K+] (potassium carbonate). The solvent is CO (methanol), CO (methanol). Reaction conditions: time 4 hour. Product: N1=CC(=CC=C1)OCC1=CC(=C(C(=O)N[C@@H](CCSC)C(=O)NO)C=C1)C1=CC=CC=C1 ([4-(3-pyridyloxymethyl)-2-phenylbenzoyl]methionine hydroxamic acid). Yield: 63.7%. Reaction SMILES: C[O:2][C:3](=O)[C@H:4]([CH2:28][CH2:29][S:30][CH3:31])[NH:5][C:6](=[O:27])[C:7]1[CH:12]=[CH:11][C:10]([CH2:13][O:14][C:15]2[CH:16]=[N:17][CH:18]=[CH:19][CH:20]=2)=[CH:9][C:8]=1[C:21]1[CH:26]=[CH:25][CH:24]=[CH:23][CH:22]=1.Cl.[NH2:34][OH:35].C(=O)([O-])[O-].[K+].[K+].[OH-].[K+]>CO>[N:17]1[CH:18]=[CH:19][CH:20]=[C:15]([O:14][CH2:13][C:10]2[CH:11]=[CH:12][C:7]([C:6]([NH:5][C@H:4]([C:3]([NH:34][OH:35])=[O:2])[CH2:28][CH2:29][S:30][CH3:31])=[O:27])=[C:8]([C:21]3[CH:26]=[CH:25][CH:24]=[CH:23][CH:22]=3)[CH:9]=2)[CH:16]=1 |f:1.2,3.4.5,6.7|. Procedure: A slurry in methanol of [4-(3-pyridyloxymethyl)-2-phenylbenzoyl]methionine methyl ester (143 mg, 0.32 mmol), prepared as in Example 234, hydroxylamine hydrochloride (26 mg, 0.37 mmol) and potassium carbonate (106 mg, 0.77 mmol) was stirred at ambient temperature for 4 hours, then a solution of potassium hydroxide in methanol (0.33 mL) was added and stirring was continued overnight at ambient temperature. The reaction mixture was filtered and the filtrate was diluted with water and taken to pH 4.... The reactants are C(C)OC(CO[C@H]1CN(C[C@@H]1NC(=O)C=1SC(=CC1)Cl)CC(NC1=C(C=C(C=C1)N1C(C=CC=C1)=O)F)=O)=O (((3S,4S)-4-[(5-chloro-thiophene-2-carbonyl)-amino]-1-{[2-fluoro-4-(2-oxo-pyridin-1-yl)-phenylcarbamoyl]-methyl}-pyrrolidin-3-yloxy)-acetic acid ethyl ester), [OH-].[Na+] (NaOH). Run in C1CCOC1 (THF). Conditions: time 5 hour. The product is ClC1=CC=C(S1)C(=O)N[C@@H]1[C@H](CN(C1)CC(NC1=C(C=C(C=C1)N1C(C=CC=C1)=O)F)=O)OCC(=O)O (((3S,4S)-4-[(5-chloro-thiophene-2-carbonyl)-amino]-1-{[2-fluoro-4-(2-oxo-pyridin-1-yl)-phenylcarbamoyl]-methyl}-pyrrolidin-3-yloxy)-acetic acid). Isolated yield 81.7%. Reaction SMILES: C([O:3][C:4](=[O:39])[CH2:5][O:6][C@@H:7]1[C@@H:11]([NH:12][C:13]([C:15]2[S:16][C:17]([Cl:20])=[CH:18][CH:19]=2)=[O:14])[CH2:10][N:9]([CH2:21][C:22](=[O:38])[NH:23][C:24]2[CH:29]=[CH:28][C:27]([N:30]3[CH:35]=[CH:34][CH:33]=[CH:32][C:31]3=[O:36])=[CH:26][C:25]=2[F:37])[CH2:8]1)C.[OH-].[Na+]>C1COCC1>[Cl:20][C:17]1[S:16][C:15]([C:13]([NH:12][C@H:11]2[CH2:10][N:9]([CH2:21][C:22](=[O:38])[NH:23][C:24]3[CH:29]=[CH:28][C:27]([N:30]4[CH:35]=[CH:34][CH:33]=[CH:32][C:31]4=[O:36])=[CH:26][C:25]=3[F:37])[CH2:8][C@@H:7]2[O:6][CH2:5][C:4]([OH:39])=[O:3])=[O:14])=[CH:19][CH:18]=1 |f:1.2|. Procedure: A solution of 359 mg ((3S,4S)-4-[(5-chloro-thiophene-2-carbonyl)-amino]-1-{[2-fluoro-4-(2-oxo-pyridin-1-yl)-phenylcarbamoyl]-methyl}-pyrrolidin-3-yloxy)-acetic acid ethyl ester (example 96.2) in 10 ml THF was treated with 1.24 ml 1N NaOH and stirred for 5 hrs at r.t. The reaction mixture was concentrated. The crude product was purified by chromatography (silica gel; gradient: CH2Cl2->CH2Cl2/MeOH 7:3) to give 279 mg ((3S,4S)-4-[(5-chloro-thiophene-2-carbonyl)-amino]-1-{[2-fluoro-4-(2-oxo-pyridin-... The reactants are O=C([O-])[O-], COc1cc(O)c2nc(C)oc2c1, [Cs+], [Cs+], O=[N+]([O-])c1cccc(OCC2CO2)c1, CN(C)C=O. Product: COc1cc(OCC2CO2)c2nc(C)oc2c1. RXN SMILES: [C:28](=[O:29])([O-:30])[O-:31].[CH3:1][O:2][c:3]1[cH:4][c:5]2[c:6]([n:7][c:8]([CH3:10])[o:9]2)[c:11]([OH:13])[cH:12]1.[Cs+:32].[Cs+:33].[N+:14]([c:15]1[cH:16][c:17]([O:25][CH2:21][CH:22]2[O:23][CH2:24]2)[cH:18][cH:19][cH:20]1)([O-:26])=[O:27].[O:34]=[CH:35][N:36]([CH3:37])[CH3:38]>>[CH3:1][O:2][c:3]1[cH:4][c:5]2[c:6]([n:7][c:8]([CH3:10])[o:9]2)[c:11]([O:13][CH2:21][CH:22]2[O:23][CH2:24]2)[cH:12]1. Reactants: COC(C1=CC=C(C=C1)CN(CCC)CCC)=O (4-dipropylaminomethyl-benzoic acid methyl ester), [OH-].[Na+] (sodium hydroxide). Run in CO (methanol). Conditions: time 8 hour. Product: C(CC)N(CCC)CC1=CC=C(C(=O)O)C=C1 (4-dipropylaminomethyl-benzoic acid). Yield: 98.4%. Reaction SMILES: C[O:2][C:3](=[O:18])[C:4]1[CH:9]=[CH:8][C:7]([CH2:10][N:11]([CH2:15][CH2:16][CH3:17])[CH2:12][CH2:13][CH3:14])=[CH:6][CH:5]=1.[OH-].[Na+]>CO>[CH2:12]([N:11]([CH2:10][C:7]1[CH:8]=[CH:9][C:4]([C:3]([OH:18])=[O:2])=[CH:5][CH:6]=1)[CH2:15][CH2:16][CH3:17])[CH2:13][CH3:14] |f:1.2|. Reported procedure: The compound (883 mg) obtained in Example 29-2 was dissolved in methanol (18 ml) and added with a 1 mol/l sodium hydroxide aqueous solution (9.0 ml) and the whole was stirred overnight at room temperature. After completion of the reaction, the solvent was distilled off under reduced pressure. The residue was dissolved in 1 mol/l hydrochloric acid, subjected to extraction with chloroform, and dried with anhydrous sodium sulfate. After filtration, the solvent was distilled off and the residue was ... Starting materials: CN, CCO, O=C(O)c1ccccc1CN1C(=O)c2ccccc2C1=O. Yields the product NCc1ccccc1C(=O)O. As a reaction SMILES: [CH3:1][NH2:2].[CH3:24][CH2:25][OH:26].[O:3]=[C:4]1[N:5]([CH2:14][c:15]2[c:16]([C:17](=[O:18])[OH:19])[cH:20][cH:21][cH:22][cH:23]2)[C:12](=[O:13])[c:7]2[c:6]1[cH:11][cH:10][cH:9][cH:8]2>>[NH2:5][CH2:14][c:15]1[c:16]([C:17](=[O:18])[OH:19])[cH:20][cH:21][cH:22][cH:23]1. Starting materials: C(C1=CC=CC=C1)OCCCOC=1C(=C(C=O)C=CC1C)O (3-(3-Benzyloxy-propoxy)-2-hydroxy-4-methyl-benzaldehyde), FC(S(=O)(=O)O)(F)F (trifluoromethanesulfonic acid), N1=CC=CC=C1 (pyridine). Solvent: ClCCl (dichloromethane). Yields the product C(C1=CC=CC=C1)OCCCOC1=C(C(=CC=C1C)C=O)OS(=O)(=O)C(F)(F)F (Trifluoro-methanesulfonic acid 2-(3-benzyloxy-propoxy)-6-formyl-3-methyl-phenyl ester). As a reaction SMILES: [CH2:1]([O:8][CH2:9][CH2:10][CH2:11][O:12][C:13]1[C:14]([OH:22])=[C:15]([CH:18]=[CH:19][C:20]=1[CH3:21])[CH:16]=[O:17])[C:2]1[CH:7]=[CH:6][CH:5]=[CH:4][CH:3]=1.[F:23][C:24]([F:30])([F:29])[S:25](O)(=[O:27])=[O:26].N1C=CC=CC=1>ClCCl>[CH2:1]([O:8][CH2:9][CH2:10][CH2:11][O:12][C:13]1[C:20]([CH3:21])=[CH:19][CH:18]=[C:15]([CH:16]=[O:17])[C:14]=1[O:22][S:25]([C:24]([F:30])([F:29])[F:23])(=[O:27])=[O:26])[C:2]1[CH:3]=[CH:4][CH:5]=[CH:6][CH:7]=1. Procedure: Synthesized according to the methods of general procedure 6 in U.S. Pat. Pub. No. 20090227541 (U.S. patent application Ser. No. 12/142,692) using the following reactants and amounts: 3-(3-Benzyloxy-propoxy)-2-hydroxy-4-methyl-benzaldehyde (0.3 g, 1.0 mmol), trifluoromethanesulfonic acid (0.34 mL, 2.0 mmol), pyridine (0.25 mL, 3.1 mmol), dichloromethane (15 mL). Purification: flash column chromatography (10-15% EtOAc/hexane): yield 0.25 g (59%). 1H NMR (400 MHz, CDCl3) δ (ppm): 10.14 (s, 1H), 7.6...